This data is from the Open Reaction Database (ORD), a public repository of structured organic reaction records. The task is: describe an organic reaction: reactants, conditions, products, and yield Starting materials: C(C)OC1=C(C=C(C=C1)CC(C(=O)OCC)OC(C)C)CCO (ethyl 3-[4-ethoxy-3-(2-hydroxyethyl)phenyl]-2-isopropoxypropanoate), ClC=1C=C(C=CC1)N=C=O (3-chlorophenylisocyanate). The product is ClC=1C=C(C=CC1)NC(=O)OCCC=1C=C(C=CC1OCC)CC(C(=O)O)OC(C)C (3-(3-{2-[(3-Chlorophenyl)carbamoyloxy]ethyl}-4-ethoxyphenyl)-2-isopropoxypropanoic acid). RXN SMILES: [CH2:1]([O:3][C:4]1[CH:9]=[CH:8][C:7]([CH2:10][CH:11]([O:17][CH:18]([CH3:20])[CH3:19])[C:12]([O:14]CC)=[O:13])=[CH:6][C:5]=1[CH2:21][CH2:22][OH:23])[CH3:2].[Cl:24][C:25]1[CH:26]=[C:27]([N:31]=[C:32]=[O:33])[CH:28]=[CH:29][CH:30]=1>>[Cl:24][C:25]1[CH:26]=[C:27]([NH:31][C:32]([O:23][CH2:22][CH2:21][C:5]2[CH:6]=[C:7]([CH2:10][CH:11]([O:17][CH:18]([CH3:19])[CH3:20])[C:12]([OH:14])=[O:13])[CH:8]=[CH:9][C:4]=2[O:3][CH2:1][CH3:2])=[O:33])[CH:28]=[CH:29][CH:30]=1. Reported procedure: Using ethyl 3-[4-ethoxy-3-(2-hydroxyethyl)phenyl]-2-isopropoxypropanoate and 3-chlorophenylisocyanate, the title compound was obtained in the same manner as described in Example 148. Reactants: C(C1=CC=CC=C1)(=O)OC=1C(=CC(CC1)=S(=O)=O)N=NC(C#N)=C(C1=CC=CC=C1)OC(C1=CC=CC=C1)=O (α-(2-benzoyloxy-5-sulfonylphenylazo)-β-benzoyloxycinnamonitrile), CN(C=O)C (dimethylformamide), S(=O)(Cl)Cl (thionyl chloride). Conditions: time 2 hour. Yields the product C(C1=CC=CC=C1)(=O)OC1=C(C=C(C=C1)S(=O)(=O)Cl)N=NC(C#N)=C(C1=CC=CC=C1)OC(C1=CC=CC=C1)=O (α-(2-Benzoyloxy-5-chlorosulfonylphenylazo)-β-benzoyloxycinnamonitrile). Reaction SMILES: [C:1]([O:9][C:10]1[C:11]([N:19]=[N:20][C:21](=[C:24]([O:31][C:32](=[O:39])[C:33]2[CH:38]=[CH:37][CH:36]=[CH:35][CH:34]=2)[C:25]2[CH:30]=[CH:29][CH:28]=[CH:27][CH:26]=2)[C:22]#[N:23])=[CH:12][C:13](=[S:16](=[O:18])=[O:17])[CH2:14][CH:15]=1)(=[O:8])[C:2]1[CH:7]=[CH:6][CH:5]=[CH:4][CH:3]=1.CN(C)C=O.S(Cl)([Cl:47])=O>>[C:1]([O:9][C:10]1[CH:15]=[CH:14][C:13]([S:16]([Cl:47])(=[O:18])=[O:17])=[CH:12][C:11]=1[N:19]=[N:20][C:21](=[C:24]([O:31][C:32](=[O:39])[C:33]1[CH:38]=[CH:37][CH:36]=[CH:35][CH:34]=1)[C:25]1[CH:26]=[CH:27][CH:28]=[CH:29][CH:30]=1)[C:22]#[N:23])(=[O:8])[C:2]1[CH:7]=[CH:6][CH:5]=[CH:4][CH:3]=1. Procedure: To a solution of α-(2-benzoyloxy-5-sulfonylphenylazo)-β-benzoyloxycinnamonitrile (10 g) in 50 ml of thionyl chloride was added 3 ml of dimethylformamide. The reaction mixture was allowed to stir at room temperature for 31/2 hours. The solvent was evaporated to dryness under vacuum at room temperature. The residue was diluted with ethyl ether (50 ml) to form a white precipitate. The product was filtered off and dried to yield 9.4 g, m.p. 153° to 155° C. Reactants: CC(Cl)c1cccnc1, CNC1CCNC1. Yields the product CNC1CCN(C(C)c2cccnc2)C1. Run at temperature 70 celsius, time 16 hour. Reagents/catalysts: O=C([O-])[O-].[Cs+].[Cs+] (cesium carbonate), [I-].[K+] (potassium iodide). Run in CN(C)C=O (DMF), CN(C)C=O (dmf), CN(C)C=O (DMF). The reactants are O=C1CCC(=O)N1Br, ClC(Cl)(Cl)Cl, Cc1oc(=O)oc1C, [CH3], CC(C)(C#N)N=NC(C)(C)C#N. Product: Cc1oc(=O)oc1CBr. As a reaction SMILES: [Br:10][N:11]1[C:12](=[O:13])[CH2:14][CH2:15][C:16]1=[O:17].[C:30]([Cl:31])([Cl:32])([Cl:33])[Cl:34].[CH3:1][c:2]1[o:3][c:4](=[O:8])[o:5][c:6]1[CH3:7].[CH3:9].[N:18]([C:19]([CH3:20])([CH3:21])[C:22]#[N:23])=[N:24][C:25]([CH3:26])([CH3:27])[C:28]#[N:29]>>[CH2:1]([c:2]1[o:3][c:4](=[O:8])[o:5][c:6]1[CH3:7])[Br:10]. Reactants: C(CCC)P(CCCC)CCCC (tri-n-butylphosphine), ClCCCCCC (1-chlorohexane), C[SiH](Cl)Cl (methyldichlorosilane). The product is Cl[Si](C)(CCCCCC)Cl (2,2-dichloro-2-silaoctane). The yield is 16.7%. As a reaction SMILES: C(P(CCCC)CCCC)CCC.Cl[CH2:15][CH2:16][CH2:17][CH2:18][CH2:19][CH3:20].[CH3:21][SiH:22]([Cl:24])[Cl:23]>>[Cl:23][Si:22]([Cl:24])([CH2:15][CH2:16][CH2:17][CH2:18][CH2:19][CH3:20])[CH3:21]. Reported procedure: In the same apparatus and procedure as Example 1 above, 0.15 g (0.75 mmol) of tri-n-butylphosphine, 0.90 g (7.5 mmol) of 1-chlorohexane, and 3.90 ml (37.5 mmol) of methyldichlorosilane were reacted at 150° C. for 12 hrs. The resulting mixture was distilled to give 0.25 g of 2,2-dichloro-2-silaoctane (yield:16%). The reactants are CC=1C=CC(=C(C1)[C@H](CCN(C(C)C)C(C)C)C=2C=CC=CC2)O (tolterodine), OC1=C(C=CC2=CC=CC=C12)C(=O)O (1-hydroxy-2-naphthoic acid). Solvent: CC(=O)C (acetone), CC(=O)C (acetone). Reaction conditions: time 30 minute. The product is CC=1C=CC(=C(C1)[C@H](CCN(C(C)C)C(C)C)C=2C=CC=CC2)O.OC1=C(C=CC2=CC=CC=C12)C(=O)[O-] (tolterodine 1-hydroxy-2-naphthate). The yield is 84.1%. As a reaction SMILES: [CH3:1][C:2]1[CH:3]=[CH:4][C:5]([OH:24])=[C:6]([C@@H:8]([C:18]2[CH:19]=[CH:20][CH:21]=[CH:22][CH:23]=2)[CH2:9][CH2:10][N:11]([CH:15]([CH3:17])[CH3:16])[CH:12]([CH3:14])[CH3:13])[CH:7]=1.[OH:25][C:26]1[C:35]2[C:30](=[CH:31][CH:32]=[CH:33][CH:34]=2)[CH:29]=[CH:28][C:27]=1[C:36]([OH:38])=[O:37]>CC(C)=O>[CH3:1][C:2]1[CH:3]=[CH:4][C:5]([OH:24])=[C:6]([C@@H:8]([C:18]2[CH:19]=[CH:20][CH:21]=[CH:22][CH:23]=2)[CH2:9][CH2:10][N:11]([CH:12]([CH3:14])[CH3:13])[CH:15]([CH3:16])[CH3:17])[CH:7]=1.[OH:25][C:26]1[C:35]2[C:30](=[CH:31][CH:32]=[CH:33][CH:34]=2)[CH:29]=[CH:28][C:27]=1[C:36]([O-:38])=[O:37] |f:3.4|. Procedure details: 3.25 g of tolterodine dissolved in 50 mL of acetone was mixed at room temperature (25° C.) with 1.88 g of 1-hydroxy-2-naphthoic acid, which was suspended in 50 mL of acetone, and then stirred for 30 minutes. Acetone in the above mixture was removed by nitrogen reflux apparatus, and when about 10˜20 mL of acetone was removed there started to appear a solid precipitate. After stirring the mixture at room temperature (25° C.) for 1 hour, the solid precipitate was filtered and then washed with hexan... Starting materials: C(#N)C1=CC=C(C=C1)O (4-cyanophenol), OC=1C=C(C(=O)OC)C=CC1 (methyl 3-hydroxybenzoate), N (NH3). Product: NC1=NC2=C(C=CC=C2C=C1)OC(CCCOC1=CC=C(C#N)C=C1)C (4-((4-((2-aminoquinolin-8-yl)oxy)pentyl)oxy)benzonitrile). Reaction SMILES: [C:1]([C:3]1[CH:8]=[CH:7][C:6]([OH:9])=[CH:5][CH:4]=1)#[N:2].[OH:10][C:11]1[CH:12]=[C:13]([CH:18]=[CH:19][CH:20]=1)[C:14](OC)=O.[NH3:21]>>[NH2:21][C:1]1[CH:3]=[CH:14][C:13]2[C:12](=[C:11]([O:10][CH:5]([CH3:4])[CH2:6][CH2:7][CH2:8][O:9][C:6]3[CH:7]=[CH:8][C:3]([C:1]#[N:2])=[CH:4][CH:5]=3)[CH:20]=[CH:19][CH:18]=2)[N:2]=1. Procedure: The title compound was prepared according to the procedure described in Example 92 substituting 4-cyanophenol for methyl 3-hydroxybenzoate. 1H NMR (500 MHz, DMSO-d6) δ ppm 8.36 (d, 1H), 7.70 (m, 2H), 7.44 (m, 3H), 7.12 (d, 1H), 7.00 (m, 2H), 4.84 (m, 1H), 4.12 (m, 2H), 1.74–2.05 (m, 4H), 1.40 (d, 3H); MS (DCI/NH3) m/z 348 [M+H]+. The reactants are Cl (hydrochloric acid), C([O-])([O-])=O.[Na+].[Na+] (sodium carbonate), CC1=C(C(=O)OC)C=CC=C1[N+](=O)[O-] (methyl 2-methyl-3-nitrobenzoate), ice water. The reagents and catalysts are [Fe] (iron). Run in CO (methanol). Reaction conditions: temperature 60 celsius, time 4 hour. Yields the product NC=1C(=C(C(=O)OC)C=CC1)C (Methyl 3-amino-2-methylbenzoate). Isolated yield 82.1%. RXN SMILES: [CH3:1][C:2]1[C:11]([N+:12]([O-])=O)=[CH:10][CH:9]=[CH:8][C:3]=1[C:4]([O:6][CH3:7])=[O:5].Cl.C(=O)([O-])[O-].[Na+].[Na+]>CO.[Fe]>[NH2:12][C:11]1[C:2]([CH3:1])=[C:3]([CH:8]=[CH:9][CH:10]=1)[C:4]([O:6][CH3:7])=[O:5] |f:2.3.4|. Procedure details: 40 g of methyl 2-methyl-3-nitrobenzoate was dissolved in 120 ml of methanol, and 157 g of concentrated hydrochloric acid was added thereto. Then, 36.8 g of iron powder was gradually added while maintaining the mixture at a temperature of not higher than 60° C. The mixture was stirred at room temperature for 4 hours and then poured into 1 liter of ice water. The solution was neutralized with sodium carbonate and extracted with chloroform (after filtering off insolubles). The extract was washed wi... Starting materials: B, CSC, COB(OC)OC, CO, Nc1cc(C(F)(F)F)ccc1C(=O)O, C1CCOC1. The product is Nc1cc(C(F)(F)F)ccc1CO. As a reaction SMILES: [BH3:18].[CH3:15][S:16][CH3:17].[CH3:19][O:20][B:21]([O:22][CH3:23])[O:24][CH3:25].[CH3:26][OH:27].[NH2:1][c:2]1[c:3]([C:4](=[O:5])[OH:6])[cH:7][cH:8][c:9]([C:11]([F:12])([F:13])[F:14])[cH:10]1.[O:28]1[CH2:29][CH2:30][CH2:31][CH2:32]1>>[NH2:1][c:2]1[c:3]([CH2:4][OH:5])[cH:7][cH:8][c:9]([C:11]([F:12])([F:13])[F:14])[cH:10]1.